Dataset: the Open Reaction Database (ORD), a public repository of structured organic reaction records. Task: describe an organic reaction: reactants, conditions, products, and yield Reactants: [C@H]1(CCC2=CC=CC=C12)NC1=NC2=CC=C(C=C2C=C1)Br ((R)-indan-1-yl-(6-bromo-quinolin-2-yl)-amine), CN(C)C=O (DMF), O (water). Reagents/catalysts: [C-]#N.[Zn+2].[C-]#N (zinc cyanide), [Pd].C1(=CC=CC=C1)P(C1=CC=CC=C1)C1=CC=CC=C1.C1(=CC=CC=C1)P(C1=CC=CC=C1)C1=CC=CC=C1.C1(=CC=CC=C1)P(C1=CC=CC=C1)C1=CC=CC=C1.C1(=CC=CC=C1)P(C1=CC=CC=C1)C1=CC=CC=C1 (tetrakis-(triphenylphosphine)-palladium). Conditions: temperature 160 celsius. Product: [C@H]1(CCC2=CC=CC=C12)NC1=NC2=CC=C(C=C2C=C1)C#N (2-((R)-indan-1-ylamino)-quinoline-6-carbonitrile). Yield: 32.0%. As a reaction SMILES: [C@H:1]1([NH:10][C:11]2[CH:20]=[CH:19][C:18]3[C:13](=[CH:14][CH:15]=[C:16](Br)[CH:17]=3)[N:12]=2)[C:9]2[C:4](=[CH:5][CH:6]=[CH:7][CH:8]=2)[CH2:3][CH2:2]1.O.[CH3:23][N:24](C=O)C>[C-]#N.[Zn+2].[C-]#N.[Pd].C1(P(C2C=CC=CC=2)C2C=CC=CC=2)C=CC=CC=1.C1(P(C2C=CC=CC=2)C2C=CC=CC=2)C=CC=CC=1.C1(P(C2C=CC=CC=2)C2C=CC=CC=2)C=CC=CC=1.C1(P(C2C=CC=CC=2)C2C=CC=CC=2)C=CC=CC=1>[C@H:1]1([NH:10][C:11]2[CH:20]=[CH:19][C:18]3[C:13](=[CH:14][CH:15]=[C:16]([C:23]#[N:24])[CH:17]=3)[N:12]=2)[C:9]2[C:4](=[CH:5][CH:6]=[CH:7][CH:8]=2)[CH2:3][CH2:2]1 |f:3.4.5,6.7.8.9.10|. Procedure details: A mixture of (R)-indan-1-yl-(6-bromo-quinolin-2-yl)-amine (1.14 g, 3.36 mmol), zinc cyanide (434 mg, 3.7 mmol) and tetrakis-(triphenylphosphine)-palladium (388 mg, 0.34 mmol) in DMF (12 ml) was heated at 160° C. for 15 min in a microwave reactor. The reaction mixture was poured into water (100 ml) and extracted with ethyl acetate (3×100 ml). The combined organic layers were washed with brine (2×50 ml), dried (MgSO4) and evaporated. The crude product was purified by flash chromatography (ethyl ac...